Dataset: the Open Reaction Database (ORD), a public repository of structured organic reaction records. Task: describe an organic reaction: reactants, conditions, products, and yield Starting materials: CO (methanol), ClC1=NC2=CC=CC=C2C(=C1)C1=CC=CC=C1 (2-chloro-4-phenylquinoline), O.NN (hydrazine hydrate), 1- and 2-propanol, lower alkanol. Solvent: C(C)O (ethanol). Yields the product N(N)C1=NC2=CC=CC=C2C(=C1)C1=CC=CC=C1 (2-hydrazino-4-phenylquinoline). RXN SMILES: Cl[C:2]1[CH:11]=[C:10]([C:12]2[CH:17]=[CH:16][CH:15]=[CH:14][CH:13]=2)[C:9]2[C:4](=[CH:5][CH:6]=[CH:7][CH:8]=2)[N:3]=1.O.[NH2:19][NH2:20].CO>C(O)C>[NH:19]([C:2]1[CH:11]=[C:10]([C:12]2[CH:17]=[CH:16][CH:15]=[CH:14][CH:13]=2)[C:9]2[C:4](=[CH:5][CH:6]=[CH:7][CH:8]=2)[N:3]=1)[NH2:20] |f:1.2|. Procedure details: In carrying out the process of the present invention, a 2-chloro-4-phenylquinoline I is heated with hydrazine hydrate. In the preferred embodiment of this invention, the reaction is carried out at the reflux temperature of the mixture; however, temperatures between 25° and 118° C. with a reaction time of 1 to 18 hours are operative. A solvent, such as lower alkanol, e.g., methanol, ethanol, 1- and 2-propanol can be used but is not necessary. In the preferred embodiment of the invention, one hour... Reactants: NC1=CC(=NC(=C1)OC)OC (4-amino-2,6-dimethoxypyridine), C(CCC)[Li] (n-butyllithium), C(C)(=O)OCC.O (ethyl acetate water), COC=1C=C(C=C(C1)OC)C1=CC2=C(N=C(N=C2)S(=O)C)N(C1=O)CC (6-(3,5-dimethoxy-phenyl)-8-ethyl-2-methylsulfinyl-8H-pyrido[2,3-d]pyrimidin-7-one). Run in C1CCOC1 (THF), hexanes. Run at temperature -10 celsius, time 8 hour. The product is COC=1C=C(C=C(C1)OC)C1=CC2=C(N=C(N=C2)NC2=CC(=NC(=C2)OC)OC)N(C1=O)CC (6-(3,5-Dimethoxy-phenyl)-2-(2,6-dimethoxy-pyridin-4-ylamino)-8-ethyl-8H-pyrido[2,3-d]pyrimidin-7-one). Yield: 50.6%. Reaction SMILES: [NH2:1][C:2]1[CH:7]=[C:6]([O:8][CH3:9])[N:5]=[C:4]([O:10][CH3:11])[CH:3]=1.C([Li])CCC.[CH3:17][O:18][C:19]1[CH:20]=[C:21]([C:27]2[C:39](=[O:40])[N:38]([CH2:41][CH3:42])[C:30]3[N:31]=[C:32](S(C)=O)[N:33]=[CH:34][C:29]=3[CH:28]=2)[CH:22]=[C:23]([O:25][CH3:26])[CH:24]=1.C(OCC)(=O)C.O>C1COCC1>[CH3:26][O:25][C:23]1[CH:22]=[C:21]([C:27]2[C:39](=[O:40])[N:38]([CH2:41][CH3:42])[C:30]3[N:31]=[C:32]([NH:1][C:2]4[CH:7]=[C:6]([O:8][CH3:9])[N:5]=[C:4]([O:10][CH3:11])[CH:3]=4)[N:33]=[CH:34][C:29]=3[CH:28]=2)[CH:20]=[C:19]([O:18][CH3:17])[CH:24]=1 |f:3.4|. Procedure: To a −78° C. solution of 3.0 g (19.5 mmol) of 4-amino-2,6-dimethoxypyridine in 75 mL of THF was added dropwise 10.6 mL (17.0 mmol) of 1.6 M n-butyllithium in hexanes. The reaction solution was stirred for 15 minutes at which time 1.8 g (4.9 mmol) of 6-(3,5-dimethoxy-phenyl)-8-ethyl-2-methylsulfinyl-8H-pyrido[2,3-d]pyrimidin-7-one was added in small portions as a solid. The reaction mixture was allowed to warm slowly to −10° C. then remain at −10° C. overnight. The reaction mixture was poured int...